describe an organic reaction: reactants, conditions, products, and yield From a dataset of the Open Reaction Database (ORD), a public repository of structured organic reaction records. Reactants: CC(C)N, CCO, O=C(NCCC1C2CC3CC(C2)CC1C3)c1cnc(OCC2CO2)s1. The product is CC(C)NCC(O)COc1ncc(C(=O)NCCC2C3CC4CC(C3)CC2C4)s1. RXN SMILES: [CH3:26][CH:27]([CH3:28])[NH2:29].[CH3:30][CH2:31][OH:32].[O:1]1[CH2:2][CH:3]1[CH2:4][O:5][c:6]1[s:7][c:8]([C:11](=[O:12])[NH:13][CH2:14][CH2:15][CH:16]2[CH:17]3[CH2:18][CH:19]4[CH2:20][CH:21]([CH2:22][CH:23]2[CH2:24]4)[CH2:25]3)[cH:9][n:10]1>>[OH:1][CH:3]([CH2:2][NH:29][CH:27]([CH3:26])[CH3:28])[CH2:4][O:5][c:6]1[s:7][c:8]([C:11](=[O:12])[NH:13][CH2:14][CH2:15][CH:16]2[CH:17]3[CH2:18][CH:19]4[CH2:20][CH:21]([CH2:22][CH:23]2[CH2:24]4)[CH2:25]3)[cH:9][n:10]1. The reactants are FC=1C(=NC(N([C@H]2[C@H](O)[C@H](O)[C@@H](C)O2)C1)=O)N (5'-Deoxy-5-fluorocytidine), C(C1=CC=CC=C1)(=O)Cl (benzoyl chloride). Run in N1=CC=CC=C1 (pyridine). Conditions: temperature 0 celsius. Product: C(C1=CC=CC=C1)(=O)O[C@H]1[C@H]([C@@H](O[C@@H]1C)N1C(=O)N=C(N)C(=C1)F)O (3'-O-benzoyl-5'-deoxy-5-fluorocytidine). As a reaction SMILES: [F:1][C:2]1[C:3]([NH2:17])=[N:4][C:5](=[O:16])[N:6]([CH:15]=1)[C@@H:7]1[O:14][C@H:12]([CH3:13])[C@@H:10]([OH:11])[C@H:8]1[OH:9].[C:18](Cl)(=[O:25])[C:19]1[CH:24]=[CH:23][CH:22]=[CH:21][CH:20]=1>N1C=CC=CC=1>[C:18]([O:11][C@@H:10]1[C@@H:12]([CH3:13])[O:14][C@@H:7]([N:6]2[CH:15]=[C:2]([F:1])[C:3]([NH2:17])=[N:4][C:5]2=[O:16])[C@@H:8]1[OH:9])(=[O:25])[C:19]1[CH:24]=[CH:23][CH:22]=[CH:21][CH:20]=1. Procedure details: 5'-Deoxy-5-fluorocytidine (245 mg) was dissolved in dry pyridine (5 ml). To the solution was added benzoyl chloride (130 μl) with stirring at 0° C. The reaction mixture was stirred for 1 hour at 0° C. After removal of the solvent under reduced pressure, the residue was purified by silica gel column chromatography (dichloromethane - methanol) followed by recrystallization from ethyl acetate to give colorless crystals of 3'-O-benzoyl-5'-deoxy-5-fluorocytidine (51 mg). mp 127°~129° C.; MS 350 (MH+)... Starting materials: C(C)C=1C=C(C=CC1)CCC1=C(C(=O)O)C=CC(=C1)C (2-[2-[3-Ethylphenyl]ethyl]-4-methylbenzoic acid). Solvent: polyphosphoric acid, S1(=O)(=O)CCCC1 (sulpholane). Run at temperature 130 celsius. Yields the product C(C)C1=CC2=C(C(C3=C(CC2)C=C(C=C3)C)=O)C=C1 (2-Ethyl-10,11-dihydro-8-methyl-5H-dibenzo[a,d]cyclohepten-5-one). As a reaction SMILES: [CH2:1]([C:3]1[CH:4]=[C:5]([CH2:9][CH2:10][C:11]2[CH:19]=[C:18]([CH3:20])[CH:17]=[CH:16][C:12]=2[C:13]([OH:15])=O)[CH:6]=[CH:7][CH:8]=1)[CH3:2]>S1(CCCC1)(=O)=O>[CH2:1]([C:3]1[CH:8]=[CH:7][C:6]2[C:13](=[O:15])[C:12]3[CH:16]=[CH:17][C:18]([CH3:20])=[CH:19][C:11]=3[CH2:10][CH2:9][C:5]=2[CH:4]=1)[CH3:2]. Reported procedure: A mixture of the product from step (iv) in polyphosphoric acid (40 g) and sulpholane (20 ml) was heated at 130° C. for 5 hours and partitioned between ethyl acetate and water. The organic phase was washed with aqueous sodium bicarbonate and water, dried (MgSO4) and evaporated. Purified by chromatography eluting with 5% ethyl acetate inisohexane. Reactants: C(CCC)O (n-butanol), OCC1OC2(OC1)CC(NC(C2)(C)C)(C)C (2-hydroxymethyl-7,7,9,9-tetramethyl-1,4-dioxa-8-azaspiro[4.5]decane), O1C(COC2=CC=C(C=C2)C(C)(C)C2=CC=C(C=C2)OCC2CO2)C1 (2,2-bis[p-(2,3-epoxypropoxy)phenyl]propane), C(C)(=O)OCC (ethyl acetate), C(C)O (ethanol). Solvent: C(C)N(CC)CC (triethylamine). Yields the product OC(COC1=CC=C(C=C1)C(C)(C)C1=CC=C(C=C1)OCC(CN1C(CC2(OCC(O2)CO)CC1(C)C)(C)C)O)CN1C(CC2(OCC(O2)CO)CC1(C)C)(C)C (2,2-bis{4-[2-hydroxy-3-(2-hydroxymethyl-7,7,9,9-tetramethyl-1,4-dioxa-8-azaspiro[4.5]dec-8-yl)propoxy]phenyl}propane). Reaction SMILES: C(O)[CH2:2][CH2:3][CH3:4].[OH:6][CH2:7][CH:8]1[CH2:12][O:11][C:10]2([CH2:17][C:16]([CH3:19])([CH3:18])[NH:15][C:14]([CH3:21])([CH3:20])[CH2:13]2)[O:9]1.[O:22]1[CH2:46][CH:23]1[CH2:24][O:25][C:26]1[CH:31]=[CH:30][C:29]([C:32]([C:35]2[CH:40]=[CH:39][C:38]([O:41][CH2:42][CH:43]3[O:45][CH2:44]3)=[CH:37][CH:36]=2)([CH3:34])[CH3:33])=[CH:28][CH:27]=1.[C:47]([O:50][CH2:51][CH3:52])(=[O:49])[CH3:48].[CH2:53]([OH:55])C>C(N(CC)CC)C>[OH:45][CH:43]([CH2:44][N:15]1[C:14]([CH3:21])([CH3:20])[CH2:13][C:47]2([O:49][CH:52]([CH2:53][OH:55])[CH2:51][O:50]2)[CH2:48][C:3]1([CH3:2])[CH3:4])[CH2:42][O:41][C:38]1[CH:39]=[CH:40][C:35]([C:32]([C:29]2[CH:30]=[CH:31][C:26]([O:25][CH2:24][CH:23]([OH:22])[CH2:46][N:15]3[C:14]([CH3:21])([CH3:20])[CH2:13][C:10]4([O:9][CH:8]([CH2:7][OH:6])[CH2:12][O:11]4)[CH2:17][C:16]3([CH3:19])[CH3:18])=[CH:27][CH:28]=2)([CH3:34])[CH3:33])=[CH:36][CH:37]=1. Reported procedure: To 80 ml of n-butanol were added 10.0 g of 2-hydroxymethyl-7,7,9,9-tetramethyl-1,4-dioxa-8-azaspiro[4.5]decane and 6.2 g of 2,2-bis[p-(2,3-epoxypropoxy)phenyl]propane and the mixture was refluxed for 3 days. After completion of the reaction, the solvent was removed from the reaction mixture by evaporation under reduced pressure and ethyl acetate was added to the residue. The ethyl acetate solution was washed with water and dried over anhydrous magnesium sulphate. The residue obtained by removing... The reactants are BrC(CC(=O)O)C(C)=O (3-bromo-4-oxovaleric acid), C(C)O (ethanol), NC(=S)N (thiourea). Reaction conditions: time 3 hour. Product: Br.NC=1SCC(N1)(C)CC(=O)O (2-amino-4-methylthiazol-4-ylacetic acid hydrobromide). RXN SMILES: [Br:1][CH:2]([C:7](=O)C)[CH2:3][C:4]([OH:6])=[O:5].[NH2:10][C:11]([NH2:13])=[S:12].[CH2:14](O)C>>[BrH:1].[NH2:10][C:11]1[S:12][CH2:14][C:2]([CH2:3][C:4]([OH:6])=[O:5])([CH3:7])[N:13]=1 |f:3.4|. Procedure: To a mixture of 3-bromo-4-oxovaleric acid (4.0 g.) in ethanol (50 ml.) was added powder of thiourea (1.6 g.) and the mixture was stirred for 3 hours at the room temperature, and then the precipitated crystals were collected by filtration and then dried to give 2-amino-4-methylthiazol-4-ylacetic acid hydrobromide (1.5 g.). Starting materials: CN(C)CC(=O)N1CCC(c2ccc(NC(=O)OC(C)(C)C)cc2)CC1, ClCCl, O=C(O)C(F)(F)F. Yields the product CN(C)CC(=O)N1CCC(c2ccc(N)cc2)CC1. RXN SMILES: [C:1]([O:2][C:3](=[O:4])[NH:7][c:8]1[cH:9][cH:10][c:11]([CH:14]2[CH2:15][CH2:16][N:17]([C:20]([CH2:21][N:22]([CH3:23])[CH3:24])=[O:25])[CH2:18][CH2:19]2)[cH:12][cH:13]1)([CH3:5])([CH3:6])[CH3:26].[Cl:34][CH2:35][Cl:36].[F:27][C:28]([F:29])([F:30])[C:31]([OH:32])=[O:33]>>[NH2:7][c:8]1[cH:9][cH:10][c:11]([CH:14]2[CH2:15][CH2:16][N:17]([C:20]([CH2:21][N:22]([CH3:23])[CH3:24])=[O:25])[CH2:18][CH2:19]2)[cH:12][cH:13]1. Reactants: [Si](C1=CC=CC=C1)(C1=CC=CC=C1)(C(C)(C)C)OCC=1C=C2C=C(N(C2=CC1S(=O)(=O)C)S(=O)(=O)C)C(C(C)C)=O (1-(5-(((tert-butyldiphenylsilyl)oxy)methyl)-1,6-bis(methylsulfonyl)-1H-indol-2-yl)-2-methylpropan-1-one), C(=O)([O-])[O-].[Cs+].[Cs+] (Cs2CO3). Run in C1CCOC1.CO (THF methanol). Reaction conditions: time 4 hour. Product: [Si](C1=CC=CC=C1)(C1=CC=CC=C1)(C(C)(C)C)OCC=1C=C2C=C(NC2=CC1S(=O)(=O)C)C(C(C)C)=O (1-(5-(((tert-butyldiphenylsilyl)oxy)methyl)-6-(methylsulfonyl)-1H-indol-2-yl)-2-methylpropan-1-one). RXN SMILES: [Si:1]([O:18][CH2:19][C:20]1[CH:21]=[C:22]2[C:26](=[CH:27][C:28]=1[S:29]([CH3:32])(=[O:31])=[O:30])[N:25](S(C)(=O)=O)[C:24]([C:37](=[O:41])[CH:38]([CH3:40])[CH3:39])=[CH:23]2)([C:14]([CH3:17])([CH3:16])[CH3:15])([C:8]1[CH:13]=[CH:12][CH:11]=[CH:10][CH:9]=1)[C:2]1[CH:7]=[CH:6][CH:5]=[CH:4][CH:3]=1.C([O-])([O-])=O.[Cs+].[Cs+]>C1COCC1.CO>[Si:1]([O:18][CH2:19][C:20]1[CH:21]=[C:22]2[C:26](=[CH:27][C:28]=1[S:29]([CH3:32])(=[O:30])=[O:31])[NH:25][C:24]([C:37](=[O:41])[CH:38]([CH3:39])[CH3:40])=[CH:23]2)([C:14]([CH3:17])([CH3:16])[CH3:15])([C:8]1[CH:13]=[CH:12][CH:11]=[CH:10][CH:9]=1)[C:2]1[CH:7]=[CH:6][CH:5]=[CH:4][CH:3]=1 |f:1.2.3,4.5|. Procedure: To a stirred solution of 1-(5-(((tert-butyldiphenylsilyl)oxy)methyl)-1,6-bis(methylsulfonyl)-1H-indol-2-yl)-2-methylpropan-1-one (780 mg, 1.27 mmol) in THF/methanol (15 mL/15 mL) was added Cs2CO3 (1.25 g, 3.83 mmol) in one portion. The mixture was allowed to stir at rt for 4 h and concentrated in vacuo to afford the crude product 1-(5-(((tert-butyldiphenylsilyl)oxy)methyl)-6-(methylsulfonyl)-1H-indol-2-yl)-2-methylpropan-1-one. It was used for the next step reaction without further purification....